Dataset: the Open Reaction Database (ORD), a public repository of structured organic reaction records. Task: describe an organic reaction: reactants, conditions, products, and yield Reactants: CCOC(=O)C(F)=C(C)c1cc2c(cc1OCC)OC(C)(C)C=C2c1ccccc1, CC(C)C[Al+]CC(C)C, [H-]. The product is CCOc1cc2c(cc1C(C)=C(F)CO)C(c1ccccc1)=CC(C)(C)O2. RXN SMILES: [CH2:1]([CH3:2])[O:3][c:4]1[c:5]([C:22](=[C:23]([C:24](=[O:25])[O:26][CH2:27][CH3:28])[F:29])[CH3:30])[cH:6][c:7]2[c:12]([cH:13]1)[O:11][C:10]([CH3:14])([CH3:15])[CH:9]=[C:8]2[c:16]1[cH:17][cH:18][cH:19][cH:20][cH:21]1.[CH2:32]([Al+:33][CH2:34][CH:35]([CH3:36])[CH3:37])[CH:38]([CH3:39])[CH3:40].[H-:31]>>[CH2:1]([CH3:2])[O:3][c:4]1[c:5]([C:22](=[C:23]([CH2:24][OH:25])[F:29])[CH3:30])[cH:6][c:7]2[c:12]([cH:13]1)[O:11][C:10]([CH3:14])([CH3:15])[CH:9]=[C:8]2[c:16]1[cH:17][cH:18][cH:19][cH:20][cH:21]1. Starting materials: ClC(C(C=C(C1=CC=C(C=C1)F)OCC)=O)(Cl)Cl (1,1,1-Trichloro-4-ethoxy-4-(4-fluoro-phenyl)-but-3-en-2-one), CNN (Methylhydrazine), Cl.CCO (HCl EtOH), C(C)O (Ethanol), C(C)O (Ethanol). Product: C(C)OC(=O)C1=NN(C(=C1)C1=CC=C(C=C1)F)C (5-(4-Fluoro-phenyl)-1-methyl-1H-pyrazole-3-carboxylic acid ethyl ester), oil. Isolated yield 35.0%. Reaction SMILES: Cl[C:2](Cl)(Cl)[C:3](=O)[CH:4]=[C:5](OCC)[C:6]1[CH:11]=[CH:10][C:9]([F:12])=[CH:8][CH:7]=1.[CH3:19][NH:20][NH2:21].Cl.[CH3:23][CH2:24][OH:25].C([OH:28])C>>[CH2:24]([O:25][C:2]([C:3]1[CH:4]=[C:5]([C:6]2[CH:7]=[CH:8][C:9]([F:12])=[CH:10][CH:11]=2)[N:20]([CH3:19])[N:21]=1)=[O:28])[CH3:23] |f:2.3|. Procedure details: A solution of 10.15 g [1,1,1-Trichloro-4-ethoxy-4-(4-fluoro-phenyl)-but-3-en-2-one in 50 ml of Ethanol was added dropwise to a solution of 2.1 ml of Methylhydrazine and 4.7 ml of 9N HCl/EtOH in 250 ml of Ethanol. The reaction mixture was stirred at reflux for 2 hrs. The yellow solution was allowed to cool and concentrated in vaccuo. The residue was taken up in 200 ml of Methylene chloride. The organic phase was washed successively with 1N HCl solution and water. After drying over Magnesium sulfa... The reactants are CCCC[N+](CCCC)(CCCC)CCCC.[F-] (TBAF), solution, FC(C1=CC=C(C=C1)C1=CC=CC(=N1)C(CCCC)OC1=CC=C(C=C1)CCCC(=O)OCC[Si](C)(C)C)(F)F (2-(trimethylsilyl)ethyl 4-{4-[(1-{6-[4-(trifluoromethyl)phenyl]-2-pyridinyl}pentyl)oxy]phenyl}butanoate), CCCC[N+](CCCC)(CCCC)CCCC.[F-] (TBAF), solution. Run in C1CCOC1 (THF), C1CCOC1 (THF), C1CCOC1 (THF). Run at time 17.5 hour. Yields the product FC(C1=CC=C(C=C1)C1=CC=CC(=N1)C(CCCC)OC1=CC=C(C=C1)CCCC(=O)O)(F)F (4-{4-[(1-{6-[4-(Trifluoromethyl)phenyl]-2-pyridinyl}pentyl)oxy]phenyl}butanoic acid). The yield is 19.4%. As a reaction SMILES: [F:1][C:2]([F:40])([F:39])[C:3]1[CH:8]=[CH:7][C:6]([C:9]2[N:14]=[C:13]([CH:15]([O:20][C:21]3[CH:26]=[CH:25][C:24]([CH2:27][CH2:28][CH2:29][C:30]([O:32]CC[Si](C)(C)C)=[O:31])=[CH:23][CH:22]=3)[CH2:16][CH2:17][CH2:18][CH3:19])[CH:12]=[CH:11][CH:10]=2)=[CH:5][CH:4]=1.CCCC[N+](CCCC)(CCCC)CCCC.[F-]>C1COCC1>[F:40][C:2]([F:1])([F:39])[C:3]1[CH:4]=[CH:5][C:6]([C:9]2[N:14]=[C:13]([CH:15]([O:20][C:21]3[CH:22]=[CH:23][C:24]([CH2:27][CH2:28][CH2:29][C:30]([OH:32])=[O:31])=[CH:25][CH:26]=3)[CH2:16][CH2:17][CH2:18][CH3:19])[CH:12]=[CH:11][CH:10]=2)=[CH:7][CH:8]=1 |f:1.2|. Procedure: To a stirred solution of 2-(trimethylsilyl)ethyl 4-{4-[(1-{6-[4-(trifluoromethyl)phenyl]-2-pyridinyl}pentyl)oxy]phenyl}butanoate (42 mg, 0.07 mmol) in THF at rt was added, drop-wise, TBAF (70 μL of a 1.0M solution in THF, 0.07 mmol) and the mixture stirred at rt for 1.5 hours. Additional TBAF (35 μL of a 1.0M solution in THF, 0.04 mmol) was then added and the mixture left to stir at rt for 17.5 hours. The mixture was then concentrated under vacuum and the residue purified by SPE (silica, 1 g Car... The reactants are C(C)N(C1=C(C=CC(=C1)OC)[C@@H]1CC=2C=CC(=CC2CC1)OC(C(C)(C)C)=O)C(C1=CC=C(C=C1)O)=O (pivalic acid (S)-6-{2-[ethyl(4-hydroxybenzoyl)amino]-4-methoxyphenyl}-5,6,7,8-tetrahydronaphthalen-2-yl ester), ClCC(=O)N(C)CCOC (2-chloro-N-(2-methoxyethyl)-N-methylacetamide). The product is C(C)N(C1=C(C=CC(=C1)OC)[C@@H]1CC=2C=CC(=CC2CC1)O)CC1=CC=C(C=C1)OCCN(C)CCOC ((S)-6-{2-{Ethyl{4-{2-[(2-methoxyethyl)methylamino]ethoxy}benzyl}amino}-4-methoxyphenyl}-5,6,7,8-tetrahydronaphthalen-2-ol). Isolated yield 36.3%. Reaction SMILES: [CH2:1]([N:3]([C:29](=O)[C:30]1[CH:35]=[CH:34][C:33]([OH:36])=[CH:32][CH:31]=1)[C:4]1[CH:9]=[C:8]([O:10][CH3:11])[CH:7]=[CH:6][C:5]=1[C@H:12]1[CH2:21][CH2:20][C:19]2[CH:18]=[C:17]([O:22]C(=O)C(C)(C)C)[CH:16]=[CH:15][C:14]=2[CH2:13]1)[CH3:2].Cl[CH2:39][C:40]([N:42]([CH2:44][CH2:45][O:46][CH3:47])[CH3:43])=O>>[CH2:1]([N:3]([CH2:29][C:30]1[CH:31]=[CH:32][C:33]([O:36][CH2:39][CH2:40][N:42]([CH2:44][CH2:45][O:46][CH3:47])[CH3:43])=[CH:34][CH:35]=1)[C:4]1[CH:9]=[C:8]([O:10][CH3:11])[CH:7]=[CH:6][C:5]=1[C@H:12]1[CH2:21][CH2:20][C:19]2[CH:18]=[C:17]([OH:22])[CH:16]=[CH:15][C:14]=2[CH2:13]1)[CH3:2]. Reported procedure: Synthesized from pivalic acid (S)-6-{2-[ethyl(4-hydroxybenzoyl)amino]-4-methoxyphenyl}-5,6,7,8-tetrahydronaphthalen-2-yl ester (20 mg) and 2-chloro-N-(2-methoxyethyl)-N-methylacetamide (13 mg) according to an analogous synthetic method to Example 404 and purified by LC-MS, the title compound (7.5 mg) was obtained. Reactants: C(C1=CC=CC=C1)O[C@H]1[C@@H]([C@H](C[C@H]2[C@@H]1NC(O2)=O)CO)OCC2=CC=CC=C2 ((3aS,4R,5R,6R,7aS)-4,5-bis(benzyloxy)-6-(hydroxymethyl)hexahydrobenzo[d]oxazol-2(3H)-one), CS(=O)(=O)Cl (MeSO2Cl). The solvent is [NH4+].[Cl-] (NH4Cl), N1=CC=CC=C1 (pyridine). Run at time 4 hour. Product: CS(=O)(=O)OC[C@H]1C[C@H]2[C@H](NC(O2)=O)[C@H]([C@@H]1OCC1=CC=CC=C1)OCC1=CC=CC=C1 (((3aS,4R,5R,6R,7aS)-4,5-bis(benzyloxy)-2-oxooctahydrobenzo[d]oxazol-6-yl)methyl methanesulfonate). Isolated yield 100.3%. As a reaction SMILES: [CH2:1]([O:8][C@@H:9]1[C@H:14]2[NH:15][C:16](=[O:18])[O:17][C@H:13]2[CH2:12][C@H:11]([CH2:19][OH:20])[C@H:10]1[O:21][CH2:22][C:23]1[CH:28]=[CH:27][CH:26]=[CH:25][CH:24]=1)[C:2]1[CH:7]=[CH:6][CH:5]=[CH:4][CH:3]=1.[CH3:29][S:30](Cl)(=[O:32])=[O:31]>N1C=CC=CC=1.[NH4+].[Cl-]>[CH3:29][S:30]([O:20][CH2:19][C@@H:11]1[C@@H:10]([O:21][CH2:22][C:23]2[CH:28]=[CH:27][CH:26]=[CH:25][CH:24]=2)[C@H:9]([O:8][CH2:1][C:2]2[CH:3]=[CH:4][CH:5]=[CH:6][CH:7]=2)[C@H:14]2[NH:15][C:16](=[O:18])[O:17][C@H:13]2[CH2:12]1)(=[O:32])=[O:31] |f:3.4|. Procedure details: To a solution of (3aS,4R,5R,6R,7aS)-4,5-bis(benzyloxy)-6-(hydroxymethyl)hexahydrobenzo[d]oxazol-2(3H)-one (1.86 g, 4.86 mmol) in pyridine (11 mL) at −20° C. was added MeSO2Cl (0.723 g, 6.31 mmol). The mixture was slowly warmed to room temperature and stirred for 4 h. The reaction was diluted with aqueous saturated NH4Cl (100 mL) and extracted with EtOAc (2×60 mL). The extracts were washed with 0.5 N HCl (3×60 mL), dried with MgSO4. The solvent was evaporated to give ((3aS,4R,5R,6R,7aS)-4,5-bis(b...